Dataset: the Open Reaction Database (ORD), a public repository of structured organic reaction records. Task: describe an organic reaction: reactants, conditions, products, and yield Starting materials: solution, Cl (hydrogen chloride), FC1=C(C=CC(=C1F)F)NC(SCC(COC(C)=O)=O)=S (3-Acetoxy-2-oxopropyl N-(2,3,4-trifluorophenyl)dithiocarbamate). The solvent is C(C)O (ethanol), C(C)O (ethanol). Yields the product OCC=1N(C(SC1)=S)C1=C(C(=C(C=C1)F)F)F (4-hydroxymethyl-3-(2,3,4-trifluorophenyl)-2(3H)-thiazolethione). Yield: 68.1%. Reaction SMILES: [F:1][C:2]1[C:7]([F:8])=[C:6]([F:9])[CH:5]=[CH:4][C:3]=1[NH:10][C:11](=[S:21])[S:12][CH2:13][C:14](=O)[CH2:15][O:16]C(=O)C.Cl>C(O)C>[OH:16][CH2:15][C:14]1[N:10]([C:3]2[CH:4]=[CH:5][C:6]([F:9])=[C:7]([F:8])[C:2]=2[F:1])[C:11](=[S:21])[S:12][CH:13]=1. Reported procedure: 3-Acetoxy-2-oxopropyl N-(2,3,4-trifluorophenyl)dithiocarbamate (1.0 g) prepared in the previous Reference Example was added to ethanol (15 ml) and thereto 10% solution of hydrogen chloride in ethanol (5 ml) was added and the mixture was refluxed for one hour and 30 minutes. After the solvent was distilled off under reduced pressure, cooled water was added to the residue and the resultant was extracted with chloroform. After the extract was washed with a NaCl solution and dried over anhydrous mag... Reactants: Brc1cccc2nncn12, [Cu]I, CCCC[Sn](CCCC)(CCCC)c1nc(N2CCOCC2)c2sc(CN3CCN(C(C)(C)C(N)=O)CC3)cc2n1, C1COCCO1. The product is CC(C)(C(N)=O)N1CCN(Cc2cc3nc(-c4cccc5nncn45)nc(N4CCOCC4)c3s2)CC1. As a reaction SMILES: [Br:42][c:43]1[cH:44][cH:45][cH:46][c:47]2[n:48]1[cH:49][n:50][n:51]2.[Cu:58][I:59].[O:1]1[CH2:2][CH2:3][N:4]([c:7]2[c:8]3[c:9]([n:10][c:11]([Sn:13]([CH2:14][CH2:15][CH2:16][CH3:17])([CH2:18][CH2:19][CH2:20][CH3:21])[CH2:22][CH2:23][CH2:24][CH3:25])[n:12]2)[cH:26][c:27]([CH2:29][N:30]2[CH2:31][CH2:32][N:33]([C:36]([C:37](=[O:38])[NH2:39])([CH3:40])[CH3:41])[CH2:34][CH2:35]2)[s:28]3)[CH2:5][CH2:6]1.[O:52]1[CH2:53][CH2:54][O:55][CH2:56][CH2:57]1>>[O:1]1[CH2:2][CH2:3][N:4]([c:7]2[c:8]3[c:9]([n:10][c:11](-[c:43]4[cH:44][cH:45][cH:46][c:47]5[n:48]4[cH:49][n:50][n:51]5)[n:12]2)[cH:26][c:27]([CH2:29][N:30]2[CH2:31][CH2:32][N:33]([C:36]([C:37](=[O:38])[NH2:39])([CH3:40])[CH3:41])[CH2:34][CH2:35]2)[s:28]3)[CH2:5][CH2:6]1. Reactants: NC1=CC=C(CC2=NC=3N(C(N(C(C3N2)=O)CC2=C(C=CC=C2)F)=O)CCCC)C=C1 (8-(4-amino-benzyl)-3-butyl-1-(2-fluoro-benzyl)-3,7-dihydro-purine-2,6-dione), ClC1=C(C=CC(=C1)Cl)S(=O)(=O)Cl (2,4-dichloro-benzenesulfonyl chloride). The product is C(CCC)N1C(N(C(C=2NC(=NC12)CC1=CC=C(C=C1)NS(=O)(=O)C1=C(C=C(C=C1)Cl)Cl)=O)CC1=C(C=CC=C1)F)=O (N-{4-[3-Butyl-1-(2-fluoro-benzyl)-2,6-dioxo-2,3,6,7-tetrahydro-1H-purin-8-ylmethyl]-phenyl}-2,4-dichloro-benzenesulfonamide). RXN SMILES: [NH2:1][C:2]1[CH:31]=[CH:30][C:5]([CH2:6][C:7]2[NH:15][C:14]3[C:13](=[O:16])[N:12]([CH2:17][C:18]4[CH:23]=[CH:22][CH:21]=[CH:20][C:19]=4[F:24])[C:11](=[O:25])[N:10]([CH2:26][CH2:27][CH2:28][CH3:29])[C:9]=3[N:8]=2)=[CH:4][CH:3]=1.[Cl:32][C:33]1[CH:38]=[C:37]([Cl:39])[CH:36]=[CH:35][C:34]=1[S:40](Cl)(=[O:42])=[O:41]>>[CH2:26]([N:10]1[C:9]2[N:8]=[C:7]([CH2:6][C:5]3[CH:4]=[CH:3][C:2]([NH:1][S:40]([C:34]4[CH:35]=[CH:36][C:37]([Cl:39])=[CH:38][C:33]=4[Cl:32])(=[O:42])=[O:41])=[CH:31][CH:30]=3)[NH:15][C:14]=2[C:13](=[O:16])[N:12]([CH2:17][C:18]2[CH:23]=[CH:22][CH:21]=[CH:20][C:19]=2[F:24])[C:11]1=[O:25])[CH2:27][CH2:28][CH3:29]. Procedure details: Prepared from 8-(4-amino-benzyl)-3-butyl-1-(2-fluoro-benzyl)-3,7-dihydro-purine-2,6-dione and 2,4-dichloro-benzenesulfonyl chloride. Purity (ELSD, based on MW=630.5)=91%. The reactants are C(C)C1(CCC(CC1)OC1=NC=NC=2SC=3CC[C@@H](C3C12)CCO)NC(OC(C)(C)C)=O (tert-butyl N-(1-ethyl-4-[[(3R)-3-(2-hydroxyethyl)-7-thia-9,11-diazatricyclo[6.4.0.0[2,6]]dodeca-1(8),2(6),9,11-tetraen-12-yl]oxy]cyclohexyl)carbamate), C1=CC=[NH+]C=C1.C1=CC=[NH+]C=C1.[O-][Cr](=O)(=O)O[Cr](=O)(=O)[O-] (PDC). The solvent is CN(C=O)C (N,N-dimethylformamide). Reaction conditions: temperature 25 celsius, time 14 hour. Yields the product C(C)(C)(C)OC(=O)NC1(CCC(CC1)OC1=NC=NC=2SC=3CC[C@@H](C3C12)CC(=O)O)CC (2-[(3R)-12-[(4-[[(tert-butoxy)carbonyl]amino]-4-ethylcyclohexyl)oxy]-7-thia-9,11-diazatricyclo[6.4.0.0[2,6]]dodeca-1(8),2 (6),9,11-tetraen-3-yl]acetic acid). Isolated yield 53.9%. RXN SMILES: [CH2:1]([C:3]1([NH:25][C:26](=[O:32])[O:27][C:28]([CH3:31])([CH3:30])[CH3:29])[CH2:8][CH2:7][CH:6]([O:9][C:10]2[C:21]3[C:20]4[C@@H:19]([CH2:22][CH2:23][OH:24])[CH2:18][CH2:17][C:16]=4[S:15][C:14]=3[N:13]=[CH:12][N:11]=2)[CH2:5][CH2:4]1)[CH3:2].C1C=C[NH+]=CC=1.C1C=C[NH+]=CC=1.[O-:45][Cr](O[Cr]([O-])(=O)=O)(=O)=O>CN(C)C=O>[C:28]([O:27][C:26]([NH:25][C:3]1([CH2:1][CH3:2])[CH2:8][CH2:7][CH:6]([O:9][C:10]2[C:21]3[C:20]4[C@@H:19]([CH2:22][C:23]([OH:45])=[O:24])[CH2:18][CH2:17][C:16]=4[S:15][C:14]=3[N:13]=[CH:12][N:11]=2)[CH2:5][CH2:4]1)=[O:32])([CH3:31])([CH3:30])[CH3:29] |f:1.2.3|. Reported procedure: To a 50-mL round-bottom flask containing a solution of tert-butyl N-(1-ethyl-4-[[(3R)-3-(2-hydroxyethyl)-7-thia-9,11-diazatricyclo[6.4.0.0[2,6]]dodeca-1(8),2(6),9,11-tetraen-12-yl]oxy]cyclohexyl)carbamate (180 mg, 0.39 mmol, 1.00 equiv) in N,N-dimethylformamide (5 mL) was added PDC (716 mg, 1.90 mmol, 4.88 equiv) and the resulting solution was stirred for 14 hrs at 25° C. The reaction was then quenched by the addition of 20 mL of water and extracted with 3×50 mL of ethyl acetate. The combined or... The reactants are Br, Br, ClC(Cl)(Cl)Cl, Fc1cccc2ccccc12. Yields the product Fc1ccc(Br)c2ccccc12. Reaction SMILES: [Br:12].[BrH:13].[C:14]([Cl:15])([Cl:16])([Cl:17])[Cl:18].[F:1][c:2]1[cH:3][cH:4][cH:5][c:6]2[cH:7][cH:8][cH:9][cH:10][c:11]12>>[F:1][c:2]1[cH:3][cH:4][c:5]([Br:13])[c:6]2[cH:7][cH:8][cH:9][cH:10][c:11]12. Reactants: C, CCO, CCOC(=O)C=CCC(C)C, [H][H], [Pd]. The product is CCOC(=O)CCCC(C)C. As a reaction SMILES: [C:17].[CH3:14][CH2:15][OH:16].[CH3:3][CH:4]([CH2:5][CH:6]=[CH:7][C:8](=[O:9])[O:10][CH2:11][CH3:12])[CH3:13].[H:1][H:2].[Pd:18]>>[CH3:3][CH:4]([CH2:5][CH2:6][CH2:7][C:8](=[O:9])[O:10][CH2:11][CH3:12])[CH3:13].